describe an organic reaction: reactants, conditions, products, and yield From a dataset of the Open Reaction Database (ORD), a public repository of structured organic reaction records. The reactants are COC1=C(C=CC=C1)N1C2=NC(=NC(=C2NC1=O)C(=O)OCC)NC[C@@H]1NCCC1 ((R)-Ethyl 9-(2-methoxyphenyl)-8-oxo-2-(pyrrolidin-2-ylmethylamino)-8,9-dihydro-7H-purine-6-carboxylate), C(C)(C)(C)OC(=O)N1[C@H](CCC1)CNC1=NC(=C2NC(N(C2=N1)C1=C(C=CC=C1)OC)=O)C(=O)OCC ((R)-Ethyl 2-((1-(tert-butoxycarbonyl)pyrrolidin-2-yl)methylamino)-9-(2-methoxyphenyl)-8-oxo-8,9-dihydro-7H-purine-6-carboxylate), FC(C(=O)O)(F)F (trifluoroacetic acid). Run in ClCCl (dichloromethane). Yields the product COC1=C(C=CC=C1)N1C2=NC(=NC(=C2NC1=O)C(=O)N)NC[C@@H]1NCCC1 ((R)-9-(2-METHOXYPHENYL)-8-OXO-2-(PYRROLIDIN-2-YLMETHYLAMINO)-8,9-DIHYDRO-7H-PURINE-6-CARBOXAMIDE). Isolated yield 100.0%. RXN SMILES: [CH3:1][O:2][C:3]1[CH:8]=[CH:7][CH:6]=[CH:5][C:4]=1[N:9]1[C:17](=[O:18])[NH:16][C:15]2[C:10]1=[N:11][C:12]([NH:24][CH2:25][C@H:26]1[CH2:30][CH2:29][CH2:28][NH:27]1)=[N:13][C:14]=2[C:19]([O:21]CC)=O.C(OC([N:38]1CCC[C@@H]1CNC1N=C2C(NC(=O)N2C2C=CC=CC=2OC)=C(C(OCC)=O)N=1)=O)(C)(C)C.FC(F)(F)C(O)=O>ClCCl>[CH3:1][O:2][C:3]1[CH:8]=[CH:7][CH:6]=[CH:5][C:4]=1[N:9]1[C:17](=[O:18])[NH:16][C:15]2[C:10]1=[N:11][C:12]([NH:24][CH2:25][C@H:26]1[CH2:30][CH2:29][CH2:28][NH:27]1)=[N:13][C:14]=2[C:19]([NH2:38])=[O:21]. Procedure details: (R)-Ethyl 9-(2-methoxyphenyl)-8-oxo-2-(pyrrolidin-2-ylmethylamino)-8,9-dihydro-7H-purine-6-carboxylate. (R)-Ethyl 2-((1-(tert-butoxycarbonyl)pyrrolidin-2-yl)methylamino)-9-(2-methoxyphenyl)-8-oxo-8,9-dihydro-7H-purine-6-carboxylate (0.381 g, 0.744 mmol) was dissolved in dichloromethane (3 mL) and trifluoroacetic acid (1 mL) was added. The solution was stirred for two h and condensed under reduced pressure to afford the crude title compound (0.420 g, >100%). MS (ESI) m/z 413.1 [M+1]+. The reactants are C(C)(=O)OC(C)=O (acetic anhydride), NC1=C(C=2CN(CC2S1)C(=O)OCC)C(=O)OCC (2-amino-3,5-dicarbethoxy-4,6-dihydrothieno[3,2-c]pyrrole). Run in C(C)OC(OCC)OCC (triethylorthoformate). The product is C(C)OC=NC1=C(C=2CN(CC2S1)C(=O)OCC)C(=O)OCC (2-Ethoxymethyleneamino-3,5-dicarbethoxy-4,6-dihydrothieno-[3,2-c]pyrrole). The yield is 99.0%. RXN SMILES: [C:1]([O:4][C:5](=O)C)(=O)[CH3:2].[NH2:8][C:9]1[S:16][C:15]2[CH2:14][N:13]([C:17]([O:19][CH2:20][CH3:21])=[O:18])[CH2:12][C:11]=2[C:10]=1[C:22]([O:24][CH2:25][CH3:26])=[O:23]>C(OC(OCC)OCC)C>[CH2:1]([O:4][CH:5]=[N:8][C:9]1[S:16][C:15]2[CH2:14][N:13]([C:17]([O:19][CH2:20][CH3:21])=[O:18])[CH2:12][C:11]=2[C:10]=1[C:22]([O:24][CH2:25][CH3:26])=[O:23])[CH3:2]. Procedure details: 0.3 ml of acetic anhydride was added to 1.4 g (4.8 mM) of 2-amino-3,5-dicarbethoxy-4,6-dihydrothieno[3,2-c]pyrrole in 14 ml of triethylorthoformate and refluxed under nitrogen for 1 h. The mixture was then completely evaporated in a rotary evaporator at 80° C. 1.6 g (99%) of crude product were isolated as a viscous oil which is sufficiently pure for further reactions. Reactants: C1COCCO1, CN, O=C(O)c1nc(Cl)ccc1F. Product: CNc1ccc(Cl)nc1C(=O)O. Reaction SMILES: [CH2:14]1[O:15][CH2:16][CH2:17][O:18][CH2:19]1.[CH3:12][NH2:13].[Cl:1][c:2]1[n:3][c:4]([C:9](=[O:10])[OH:11])[c:5]([F:8])[cH:6][cH:7]1>>[Cl:1][c:2]1[n:3][c:4]([C:9](=[O:10])[OH:11])[c:5]([NH:13][CH3:12])[cH:6][cH:7]1. The reactants are FC(F)(F)Sc1ccc(CBr)cc1, CO, NC(=O)C1CCCCC1NS(=O)(=O)c1ccc(Cl)cc1. Yields the product NC(=O)C1CCCCC1N(Cc1ccc(SC(F)(F)F)cc1)S(=O)(=O)c1ccc(Cl)cc1. Reaction SMILES: [Br:21][CH2:22][c:23]1[cH:24][cH:25][c:26]([S:29][C:30]([F:31])([F:32])[F:33])[cH:27][cH:28]1.[CH3:34][OH:35].[Cl:1][c:2]1[cH:3][cH:4][c:5]([S:8](=[O:9])(=[O:10])[NH:11][CH:12]2[CH:13]([C:18](=[O:19])[NH2:20])[CH2:14][CH2:15][CH2:16][CH2:17]2)[cH:6][cH:7]1>>[Cl:1][c:2]1[cH:3][cH:4][c:5]([S:8](=[O:9])(=[O:10])[N:11]([CH:12]2[CH:13]([C:18](=[O:19])[NH2:20])[CH2:14][CH2:15][CH2:16][CH2:17]2)[CH2:22][c:23]2[cH:24][cH:25][c:26]([S:29][C:30]([F:31])([F:32])[F:33])[cH:27][cH:28]2)[cH:6][cH:7]1. Procedure details: N-Isopropyl-N-(2,2-diethoxyethyl)-α-chloroacetamide (10 grams), 2,3-dimethylbutandiol-1,4 (4.5 grams) and trace amounts of toluenesulfonic acid are charged into a glass reaction vessel equipped with a mechanical stirrer, thermometer and reflux condenser. The reaction mixture is heated until no more ethanol is given off. After this time sodium carbonate (1 gram) is added to the mixture with stirring and the resulting mixture is distilled to yield the desired product N-isopropyl-N-(5,6-dimethyl-1,... Reaction SMILES: [CH:1]([N:4]([CH2:9][CH:10]([O:14]CC)[O:11][CH2:12]C)[C:5](=[O:8])[CH2:6][Cl:7])([CH3:3])[CH3:2].[C:17]1([CH3:27])[C:18](S(O)(=O)=O)=[CH:19]C=C[CH:22]=1.C(=O)([O-])[O-].[Na+].[Na+]>C(O)C>[CH:1]([N:4]([CH2:9][CH:10]1[O:11][CH2:12][CH:18]([CH3:19])[CH:17]([CH3:27])[CH2:22][O:14]1)[C:5](=[O:8])[CH2:6][Cl:7])([CH3:3])[CH3:2] |f:2.3.4|. The solvent is C(C)O (ethanol). Reactants: C(C)(C)N(C(CCl)=O)CC(OCC)OCC (N-Isopropyl-N-(2,2-diethoxyethyl)-α-chloroacetamide), C([O-])([O-])=O.[Na+].[Na+] (sodium carbonate), 2,3-dimethylbutandiol-1,4, C=1(C(=CC=CC1)S(=O)(=O)O)C (toluenesulfonic acid). The product is C(C)(C)N(C(CCl)=O)CC1OCC(C(CO1)C)C (N-isopropyl-N-(5,6-dimethyl-1,3-dioxepan-2-ylmethyl)-α-chloroacetamide).